This data is from the Open Reaction Database (ORD), a public repository of structured organic reaction records. The task is: describe an organic reaction: reactants, conditions, products, and yield Starting materials: [F-].C(CCC)[N+](CCCC)(CCCC)CCCC (tetrabutyl ammonium fluoride), COC(C1=CC(=C(C(=C1)C)Br)S(=O)(=O)CC1=C(C(=CC=C1)Cl)O[Si](C)(C)C(C)(C)C)=O (4-Bromo-3-[2-(tert-butyl-dimethyl-silanyloxy)-3-chloro-phenyl methane sulfonyl]-5-methyl-benzoic acid methyl ester). The solvent is O1CCCC1 (tetrahydrofuran), O1CCCC1 (tetrahydrofuran). Reaction conditions: temperature 5 celsius, time 30 minute. The product is COC(=O)C=1C=C(C2=C(S(CC3=C(O2)C(=CC=C3)Cl)(=O)=O)C1)C (4-Chloro-6-methyl-10,10-dioxo-10,11-dihydro-5-oxa-10lambda*6*-thia-dibenzo[a,d]cycloheptene-8-carboxylic acid methyl ester). RXN SMILES: [F-].C([N+](CCCC)(CCCC)CCCC)CCC.[CH3:19][O:20][C:21](=[O:49])[C:22]1[CH:27]=[C:26]([CH3:28])[C:25](Br)=[C:24]([S:30]([CH2:33][C:34]2[CH:39]=[CH:38][CH:37]=[C:36]([Cl:40])[C:35]=2[O:41][Si](C(C)(C)C)(C)C)(=[O:32])=[O:31])[CH:23]=1>O1CCCC1>[CH3:19][O:20][C:21]([C:22]1[CH:27]=[C:26]([CH3:28])[C:25]2[O:41][C:35]3[C:36]([Cl:40])=[CH:37][CH:38]=[CH:39][C:34]=3[CH2:33][S:30](=[O:32])(=[O:31])[C:24]=2[CH:23]=1)=[O:49] |f:0.1|. Procedure: A solution of tetrabutyl ammonium fluoride (90 g, 0.283 mol) in tetrahydrofuran (250 mL) was added dropwise to a solution of compound of Example 1h (72 g, 0.135 mol) in tetrahydrofuran (350 mL) over a period of 25 min under nitrogen, at 5° C. The reaction mixture was stirred at 5° C. for 30 min. Solvent was removed under reduced pressure and water (250 mL) was added. The solid was filtered and washed with water (2000 mL). The crude product was purified by column chromatography (silica gel, metha...